From a dataset of the Open Reaction Database (ORD), a public repository of structured organic reaction records. describe an organic reaction: reactants, conditions, products, and yield Starting materials: ClC1=C(C=NC2=CC(=C(C=C12)OC)OC)C#N (4-chloro-6,7-dimethoxy-3-quinolinecarbonitrile), ClC=1C=C(N)C=CC1 (3-chloroaniline), C(C)OC(C)O (ethoxyethanol). The solvent is N1=CC=CC=C1 (pyridine). Product: ClC=1C=C(C=CC1)NC1=C(C=NC2=CC(=C(C=C12)OC)OC)C#N (4-[(3-chlorophenyl)amino]-6,7-dimethoxy-3-quinolinecarbonitrile). Isolated yield 54.2%. Reaction SMILES: Cl[C:2]1[C:11]2[C:6](=[CH:7][C:8]([O:14][CH3:15])=[C:9]([O:12][CH3:13])[CH:10]=2)[N:5]=[CH:4][C:3]=1[C:16]#[N:17].[Cl:18][C:19]1[CH:20]=[C:21]([CH:23]=[CH:24][CH:25]=1)[NH2:22].C(OC(O)C)C>N1C=CC=CC=1>[Cl:18][C:19]1[CH:20]=[C:21]([NH:22][C:2]2[C:11]3[C:6](=[CH:7][C:8]([O:14][CH3:15])=[C:9]([O:12][CH3:13])[CH:10]=3)[N:5]=[CH:4][C:3]=2[C:16]#[N:17])[CH:23]=[CH:24][CH:25]=1. Procedure: A mixture of 0.5 g of 4-chloro-6,7-dimethoxy-3-quinolinecarbonitrile, 0.51 g of 3-chloroaniline, 0.16 ml of pyridine, and 6 ml of ethoxyethanol was stirred under nitrogen, at reflux temperature for 6 h. The mixture was cooled and partitioned with dichloromethane and aqueous sodium bicarbonate. The organic layer was washed with water, dried and evaporated. The residue was recrystallized from ethyl acetate-hexanes to give 0.37 g of 4-[(3-chlorophenyl)amino]-6,7-dimethoxy-3-quinolinecarbonitrile as...